This data is from the Open Reaction Database (ORD), a public repository of structured organic reaction records. The task is: describe an organic reaction: reactants, conditions, products, and yield Starting materials: COC=1C=C(C(=O)C2=C(C=C(N2C)CC(=O)OCC)C)C=CC1OC (ethyl 5-(3',4'-dimethoxybenzoyl)-1,4-dimethylpyrrole-2-acetate), C(CCCCC)I (n-hexyl iodide). The product is C(C)C=1N(C(=C(C1)C)C(C1=CC(=C(C=C1)OC)OC)=O)C.C(CCCCC)CC(=O)[O-] (ethyl 5-(3',4'-dimethoxybenzoyl)-1,4-dimethylpyrrole 2-(α-n-hexyl)-acetate). Reaction SMILES: [CH3:1][O:2][C:3]1[CH:4]=[C:5]([CH:21]=[CH:22][C:23]=1[O:24][CH3:25])[C:6]([C:8]1[N:12]([CH3:13])[C:11]([CH2:14][C:15]([O:17]CC)=[O:16])=[CH:10][C:9]=1[CH3:20])=[O:7].C(I)CCCCC>>[CH2:14]([C:11]1[N:12]([CH3:13])[C:8]([C:6](=[O:7])[C:5]2[CH:21]=[CH:22][C:23]([O:24][CH3:25])=[C:3]([O:2][CH3:1])[CH:4]=2)=[C:9]([CH3:20])[CH:10]=1)[CH3:15].[CH2:11]([CH2:14][C:15]([O-:17])=[O:16])[CH2:10][CH2:9][CH2:8][CH2:6][CH3:5] |f:2.3|. Reported procedure: The alkylation procedure of Example 77A is performed upon ethyl 5-(3',4'-dimethoxybenzoyl)-1,4-dimethylpyrrole-2-acetate (from Example 90), using an equivalent quantity of n-hexyl iodide instead of methyl iodide used in Example 77A to yield ethyl 5-(3',4'-dimethoxybenzoyl)-1,4-dimethylpyrrole-2-(α-n-hexyl)-acetate. Isolated yield 43.5%. RXN SMILES: [CH3:1][N:2]1[CH2:7][CH2:6][C:5]2([C:11]3[CH:12]=[C:13]([N+:16]([O-:18])=[O:17])[CH:14]=[CH:15][C:10]=3[O:9][CH2:8]2)[CH2:4][CH2:3]1.ClC1C=CC(O[CH2:25][C:26]#[N:27])=CC=1.CC(C)([O-])C.[K+].Cl>CN(C=O)C.O>[C:26]([CH2:25][C:14]1[C:13]([N+:16]([O-:18])=[O:17])=[CH:12][C:11]2[C:5]3([CH2:8][O:9][C:10]=2[CH:15]=1)[CH2:6][CH2:7][N:2]([CH3:1])[CH2:3][CH2:4]3)#[N:27] |f:2.3|. Run in CN(C)C=O (DMF), O (water). Reported procedure: 2,3-Dihydro-1'-methyl-5-nitrospiro[benzofuran-3,4'-piperidine] (D4, 0.70 g, 2.8 mmol) and 4-chlorophenoxyacetonitrile (0.90 g, 5.4 mmol) were dissolved in dry DMF (15 ml) and added to potassium t-butoxide (1.60 g, 14.3 mmol). The mixture was stirred under Ar for 6 h, diluted with water (150 ml), acidified (5M HCl) and washed with ethyl acetate. It was then basified (saturated K2CO3 solution) and extracted with ethyl acetate. This extract was dried (Na2SO4) and evaporated to give the title compou... Reactants: CC(C)([O-])C.[K+] (potassium t-butoxide), Cl (HCl), CN1CCC2(CC1)COC1=C2C=C(C=C1)[N+](=O)[O-] (2,3-Dihydro-1'-methyl-5-nitrospiro[benzofuran-3,4'-piperidine]), ClC1=CC=C(OCC#N)C=C1 (4-chlorophenoxyacetonitrile). Reaction conditions: time 6 hour. Yields the product C(#N)CC1=CC2=C(C=C1[N+](=O)[O-])C1(CCN(CC1)C)CO2 (6-(Cyanomethyl)-2,3-dihydro-1'-methyl-5-nitrospiro[benzofuran-3,4'-piperidine]).